The task is: describe an organic reaction: reactants, conditions, products, and yield. This data is from the Open Reaction Database (ORD), a public repository of structured organic reaction records. Reactants: CC(C)C1=C(C=C(C=C1)N)NC(=O)C, C1CC1NC2=CC(=NC3=C(C=NN23)C#N)Cl. The reagents and catalysts are C(=O)([O-])[O-].[Cs+].[Cs+], CC1(C2=C(C(=CC=C2)P(C3=CC=CC=C3)C4=CC=CC=C4)OC5=C1C=CC=C5P(C6=CC=CC=C6)C7=CC=CC=C7)C, C1=CC=C(C=C1)/C=C/C(=O)/C=C/C2=CC=CC=C2.C1=CC=C(C=C1)/C=C/C(=O)/C=C/C2=CC=CC=C2.C1=CC=C(C=C1)/C=C/C(=O)/C=C/C2=CC=CC=C2.[Pd].[Pd]. Solvent: CC(=O)N(C)C. Conditions: temperature 140 celsius. Yields the product CC(C)C1=C(C=C(C=C1)NC2=NC3=C(C=NN3C(=C2)NC4CC4)C#N)NC(=O)C. The yield is 10.3%. Procedure: In a 5 mL microwave reactor vial was charged with 5-chloro-7-(cyclopropylamino)pyrazolo[1,5-a]pyrimidine-3-carbonitrile (0.070 g, 0.30 mmol), N-(5-amino-2-isopropylphenyl)acetamide (0.058 g, 0.30 mmol), Pd2(dba)3 (0.014 g, 0.01 mmol), Pd2(dba)3 (0.014 g, 0.01 mmol) and cesium carbonate (0.293 g, 0.90 mmol), the vessel was sealed with a microwave cap, and degassed and refilled with argon for 3 times. DMA (0.5 mL)was added via syringe. The resulting suspension heated at 140°C for 30mins in microwa... Starting materials: C1=CN(C=N1)C(=O)N2C=CN=C2 (N,N-carbonyldiimidazole), C(C)(C)(C)OC(=O)N(CCCC(=O)O)C (4-[(tert-butoxycarbonyl)(methyl)amino]butanoic acid), [Br-].NCCCC[P+](C1=CC=CC=C1)(C1=CC=CC=C1)C1=CC=CC=C1 ((4-Aminobutyl)(triphenyl)phosphonium bromide). The solvent is C(Cl)Cl (methylene chloride), CN(C=O)C (N,N-dimethylformamide). Reaction conditions: time 30 minute. The product is [Br-].CN(CCCC(NCCCC[P+](C1=CC=CC=C1)(C1=CC=CC=C1)C1=CC=CC=C1)=O)C(OC(C)(C)C)=O (11,14,14-trimethyl-7,12-dioxo-1,1,1-triphenyl-13-oxa-6,11-diaza-1-phosphoniapentadecane bromide). Isolated yield 105.9%. As a reaction SMILES: [C:1]([O:5][C:6]([N:8]([CH3:15])[CH2:9][CH2:10][CH2:11][C:12]([OH:14])=O)=[O:7])([CH3:4])([CH3:3])[CH3:2].C1N=CN(C(N2C=NC=C2)=O)C=1.[Br-:28].[NH2:29][CH2:30][CH2:31][CH2:32][CH2:33][P+:34]([C:47]1[CH:52]=[CH:51][CH:50]=[CH:49][CH:48]=1)([C:41]1[CH:46]=[CH:45][CH:44]=[CH:43][CH:42]=1)[C:35]1[CH:40]=[CH:39][CH:38]=[CH:37][CH:36]=1>CN(C)C=O.C(Cl)Cl>[Br-:28].[CH3:15][N:8]([C:6](=[O:7])[O:5][C:1]([CH3:2])([CH3:3])[CH3:4])[CH2:9][CH2:10][CH2:11][C:12](=[O:14])[NH:29][CH2:30][CH2:31][CH2:32][CH2:33][P+:34]([C:47]1[CH:52]=[CH:51][CH:50]=[CH:49][CH:48]=1)([C:35]1[CH:36]=[CH:37][CH:38]=[CH:39][CH:40]=1)[C:41]1[CH:46]=[CH:45][CH:44]=[CH:43][CH:42]=1 |f:2.3,6.7|. Procedure: 4-[(tert-butoxycarbonyl)(methyl)amino]butanoic acid (J. Organic Chemistry, 1985, 50, 1302-1304, 349 mg, 1.61 mol) was dissolved in N,N-dimethylformamide (3.5 mL) and treated with N,N-carbonyldiimidazole (273 mg, 1.69 mmol). The mixture was stirred at room temperature for 30 minutes. (4-Aminobutyl)(triphenyl)phosphonium bromide (929 mg, 1.40 mmol) was added, and the reaction was stirred overnight at room temperature. The reaction mixture was diluted with methylene chloride and washed with 5% aque... Starting materials: NC1=NC(=CC(=[N+]1[O-])N)N1CCC=CC1 (2,4-diamino-6-[3,6-dihydro-1(2H)-pyridyl]pyrimidine-3-oxide), C(Cl)Cl (methylene chloride), C(CCCCCCC)OC(=O)Cl (chloroformic acid octyl ester). Solvent: C(C)N(CC)CC (triethylamine). Run at temperature 5 celsius. Product: N1(CCC=CC1)C1=CC(=[N+](C(=N1)NC(=O)OCCCCCCCC)[O-])NC(=O)OCCCCCCCC (dioctyl 6-[3,6-dihydro-1(2H)-pyridyl]-2,4-pyrimidine-dicarbamate-3-oxide). Reaction SMILES: [NH2:1][C:2]1[N+:7]([O-:8])=[C:6]([NH2:9])[CH:5]=[C:4]([N:10]2[CH2:15][CH:14]=[CH:13][CH2:12][CH2:11]2)[N:3]=1.C(Cl)Cl.[CH2:19]([O:27][C:28](Cl)=[O:29])[CH2:20][CH2:21][CH2:22][CH2:23][CH2:24][CH2:25][CH3:26]>C(N(CC)CC)C>[N:10]1([C:4]2[N:3]=[C:2]([NH:1][C:28]([O:27][CH2:19][CH2:20][CH2:21][CH2:22][CH2:23][CH2:24][CH2:25][CH3:26])=[O:29])[N+:7]([O-:8])=[C:6]([NH:9][C:28]([O:27][CH2:19][CH2:20][CH2:21][CH2:22][CH2:23][CH2:24][CH2:25][CH3:26])=[O:29])[CH:5]=2)[CH2:11][CH:12]=[CH:13][CH2:14][CH2:15]1. Procedure details: 10 G. of 2,4-diamino-6-[3,6-dihydro-1(2H)-pyridyl]pyrimidine-3-oxide are suspended in 150 ml. of methylene chloride and 20 ml. of triethylamine. The suspension is cooled to 5° C. and 28 g. of chloroformic acid octyl ester are added dropwise while stirring. The mixture is cooled for 30 minutes and then stirred at room temperature for 1 hour. The mixture is extracted with methylene chloride, washed with water, dried over magnesium sulfate and evaporated under reduced pressure. The residue is recry... Procedure details: To a solution of bromide 34 (1.0 g, 2.02 mmol, 1 eq) and 3-(trifluoromethyl)phenyl boronic acid (575 mg, 3.03 mmol, 1.5 eq, Aldrich, Milwaukee, Wis., USA) in dimethoxyethane (70 mL), was added sodium carbonate solution (9 mL of a 2 M solution) and tetrakis-triphenylphosphine palladium (233 mg, 0.1 eq). The mixture was stirred at 90° C. for 16 h, cooled to room temperature, and concentrated in vacuo. The resultant residue was partitioned between EtOAc and saturated sodium bicarbonate solution, dr... Run in C(OC)COC (dimethoxyethane). Starting materials: COC1=CC=C(COC2=C(C=C(CN(S(=O)(=O)C3=CC=C(C=C3)F)C)C=C2)Br)C=C1 (N-(4-(4-methoxybenzyloxy)-3-bromobenzyl)-4-fluoro-N-methylbenzenesulfonamide), FC(C=1C=C(C=CC1)B(O)O)(F)F (3-(trifluoromethyl)phenyl boronic acid), C([O-])([O-])=O.[Na+].[Na+] (sodium carbonate), solution, tetrakis-triphenylphosphine palladium. RXN SMILES: [CH3:1][O:2][C:3]1[CH:30]=[CH:29][C:6]([CH2:7][O:8][C:9]2[CH:27]=[CH:26][C:12]([CH2:13][N:14]([CH3:25])[S:15]([C:18]3[CH:23]=[CH:22][C:21]([F:24])=[CH:20][CH:19]=3)(=[O:17])=[O:16])=[CH:11][C:10]=2Br)=[CH:5][CH:4]=1.[F:31][C:32]([F:43])([F:42])[C:33]1[CH:34]=[C:35](B(O)O)[CH:36]=[CH:37][CH:38]=1.C(=O)([O-])[O-].[Na+].[Na+]>C(COC)OC>[CH3:1][O:2][C:3]1[CH:30]=[CH:29][C:6]([CH2:7][O:8][C:9]2[CH:27]=[CH:26][C:12]([CH2:13][N:14]([CH3:25])[S:15]([C:18]3[CH:23]=[CH:22][C:21]([F:24])=[CH:20][CH:19]=3)(=[O:17])=[O:16])=[CH:11][C:10]=2[C:37]2[CH:36]=[CH:35][CH:34]=[C:33]([C:32]([F:43])([F:42])[F:31])[CH:38]=2)=[CH:5][CH:4]=1 |f:2.3.4|. The product is COC1=CC=C(COC2=C(C=C(CN(S(=O)(=O)C3=CC=C(C=C3)F)C)C=C2)C2=CC(=CC=C2)C(F)(F)F)C=C1 (N-(4-(4-methoxybenzyloxy)-3-(3-trifluoromethylphenyl)benzyl)-4-fluoro-N-methylbenzenesulfonamide). Conditions: temperature 90 celsius, time 16 hour. The yield is 69.9%. The reactants are C(C1=CC=CC=C1)[C@@H]1N(CC[C@@H](C1)C1=CC(NO1)=O)C(=O)OC ((2R,4S)-methyl 2-benzyl-4-(3-oxo-2,3-dihydroisoxazol-5-yl)piperidine-1-carboxylate). The solvent is Br (HBr). Conditions: time 16 hour. Yields the product C(C1=CC=CC=C1)[C@@H]1NCC[C@@H](C1)C1=CC(NO1)=O (5-((2R,4S)-2-Benzylpiperidin-4-yl)isoxazol-3(2H)-one). RXN SMILES: [CH2:1]([C@H:8]1[CH2:13][C@@H:12]([C:14]2[O:18][NH:17][C:16](=[O:19])[CH:15]=2)[CH2:11][CH2:10][N:9]1C(OC)=O)[C:2]1[CH:7]=[CH:6][CH:5]=[CH:4][CH:3]=1>Br>[CH2:1]([C@H:8]1[CH2:13][C@@H:12]([C:14]2[O:18][NH:17][C:16](=[O:19])[CH:15]=2)[CH2:11][CH2:10][NH:9]1)[C:2]1[CH:3]=[CH:4][CH:5]=[CH:6][CH:7]=1. Reported procedure: To (2R,4S)-methyl 2-benzyl-4-(3-oxo-2,3-dihydroisoxazol-5-yl)piperidine-1-carboxylate (0.47 g) was added HBr (33% in HOAc, 10 mL) and the solution was stirred for 16 h. The volatiles were concentrated and the residue purified by preparative HPLC on a XBridge C18 column (10 μm 250×50 ID mm) using a gradient of 0-40% acetonitrile in H2O/MeCN/NH3 95/5/0.2 buffer over 15 minutes with a flow of 100 mL/minutes. The title compound was isolated (0.26 g, 29%): 1H NMR (600 MHz, dmso) δ 1.07 (m, 1H), 1.26-... The reactants are C(C)(=O)C(CCCC1=CC=CC=C1)C1=NC(=C2C(NC(=NN21)CC2=CC(=C(C=C2)OC)OC)=O)C (7-(1-acetyl-4-phenylbutyl)-2-(3,4-dimethoxybenzyl)-5-methylimidazo[5,1-f][1,2,4]triazin-4(3H)-one), [BH4-].[Na+] (sodium borohydride). Yields the product COC=1C=C(CC2=NN3C(C(N2)=O)=C(N=C3C(CCCC3=CC=CC=C3)C(C)O)C)C=CC1OC (2-(3,4-dimethoxybenzyl)-7-[1-(1-hydroxyethyl)-4-phenylbutyl]-5-methylimidazo[5,1-f][1,2,4]triazin-4(3H)-one). As a reaction SMILES: [C:1]([CH:4]([C:14]1[N:22]2[C:17]([C:18](=[O:34])[NH:19][C:20]([CH2:23][C:24]3[CH:29]=[CH:28][C:27]([O:30][CH3:31])=[C:26]([O:32][CH3:33])[CH:25]=3)=[N:21]2)=[C:16]([CH3:35])[N:15]=1)[CH2:5][CH2:6][CH2:7][C:8]1[CH:13]=[CH:12][CH:11]=[CH:10][CH:9]=1)(=[O:3])[CH3:2].[BH4-].[Na+]>>[CH3:33][O:32][C:26]1[CH:25]=[C:24]([CH:29]=[CH:28][C:27]=1[O:30][CH3:31])[CH2:23][C:20]1[NH:19][C:18](=[O:34])[C:17]2=[C:16]([CH3:35])[N:15]=[C:14]([CH:4]([CH:1]([OH:3])[CH3:2])[CH2:5][CH2:6][CH2:7][C:8]3[CH:9]=[CH:10][CH:11]=[CH:12][CH:13]=3)[N:22]2[N:21]=1 |f:1.2|. Procedure: 110 mg (0.22 mmol) of 7-(1-acetyl-4-phenylbutyl)-2-(3,4-dimethoxybenzyl)-5-methylimidazo[5,1-f][1,2,4]triazin-4(3H)-one are reacted analogously to Example 12 with 20 mg (0.53 mmol) of sodium borohydride to give 2-(3,4-dimethoxybenzyl)-7-[1-(1-hydroxyethyl)-4-phenylbutyl]-5-methylimidazo[5,1-f][1,2,4]triazin-4(3H)-one.